This data is from the Open Reaction Database (ORD), a public repository of structured organic reaction records. The task is: describe an organic reaction: reactants, conditions, products, and yield The reactants are ClC1=CC=C(C=C1)C1=NC2=CC=CC(=C2C(C1)=O)C(F)(F)F (2-(4-chlorophenyl)-5-trifluoromethyl-4-quinolone), ClCC(=O)N1CCOCC1 (4-(2-chloroacetyl)morpholine), C([O-])([O-])=O.[K+].[K+] (potassium carbonate). Solvent: CC(CC)=O (2-butanone). Product: ClC1=CC=C(C=C1)C1=NC2=CC=CC(=C2C(=C1)OCC(=O)N1CCOCC1)C(F)(F)F (4-{[2-(4-chlorophenyl)-5-trifluoromethyl-4-quinolyl]oxyacetyl}morphline). Yield: 79.2%. RXN SMILES: [Cl:1][C:2]1[CH:7]=[CH:6][C:5]([C:8]2[CH2:17][C:16](=[O:18])[C:15]3[C:10](=[CH:11][CH:12]=[CH:13][C:14]=3[C:19]([F:22])([F:21])[F:20])[N:9]=2)=[CH:4][CH:3]=1.Cl[CH2:24][C:25]([N:27]1[CH2:32][CH2:31][O:30][CH2:29][CH2:28]1)=[O:26].C(=O)([O-])[O-].[K+].[K+]>CC(=O)CC>[Cl:1][C:2]1[CH:3]=[CH:4][C:5]([C:8]2[CH:17]=[C:16]([O:18][CH2:24][C:25]([N:27]3[CH2:32][CH2:31][O:30][CH2:29][CH2:28]3)=[O:26])[C:15]3[C:10](=[CH:11][CH:12]=[CH:13][C:14]=3[C:19]([F:22])([F:20])[F:21])[N:9]=2)=[CH:6][CH:7]=1 |f:2.3.4|. Reported procedure: The procedure is as in Example 1, but starting with 2-(4-chlorophenyl)-5-trifluoromethyl-4-quinolone (2.9 g), 4-(2-chloroacetyl)morpholine (1.62 g) and anhydrous potassium carbonate (2.5 g) in 2-butanone (60 cc). After recrystallization in acetonitrile, 4-{[2-(4-chlorophenyl)-5-trifluoromethyl-4-quinolyl]oxyacetyl}morphline (3.2 g), m.p. 179° C., is isolated.